Dataset: the Open Reaction Database (ORD), a public repository of structured organic reaction records. Task: describe an organic reaction: reactants, conditions, products, and yield Starting materials: CN(C=O)C (N,N-dimethylformamide), CC(C)(C)NS(=O)(=O)C1=CN(C=C1)C (N-(1,1-dimethylethyl)-1-methyl-1H-pyrrole-3-sulfonamide), Cl (HCl). Run in hexanes, C1CCOC1 (THF). Conditions: temperature -78 celsius, time 30 minute. Product: CC(C)(C)NS(=O)(=O)C1=C(N(C=C1)C)C=O (N-(1,1-Dimethylethyl)-2-formyl-1-methyl-1H-pyrrole-3-sulfonamide). The yield is 39.0%. As a reaction SMILES: [CH3:1][C:2]([NH:5][S:6]([C:9]1[CH:13]=[CH:12][N:11]([CH3:14])[CH:10]=1)(=[O:8])=[O:7])([CH3:4])[CH3:3].CN(C)[CH:17]=[O:18].Cl>C1COCC1>[CH3:4][C:2]([NH:5][S:6]([C:9]1[CH:13]=[CH:12][N:11]([CH3:14])[C:10]=1[CH:17]=[O:18])(=[O:8])=[O:7])([CH3:1])[CH3:3]. Reported procedure: To a solution of 12.96 g (60 mmol) of N-(1,1-dimethylethyl)-1-methyl-1H-pyrrole-3-sulfonamide in 300 mL THF under a nitrogen atmosphere cooled to -78° C. was added dropwise, at such a rate as to keep the temperature below -65° C., 52.35 mL (123 mmol) 2.35M n-butylithium in hexanes. The reaction was stirred at -78° C. for ca. 30 minutes. To the reaction mixture was added 4.64 mL (60 mmol) of N,N-dimethylformamide dropwise. The reaction mixture was allowed to warm to room temperature and stir for ... The reactants are NC1=NC(=NC(=N1)OC)C (2-amino-4-methoxy-6-methyl-1,3,5-triazine), ClC(C1=C(C=CC=C1)S(=O)(=O)N=C=O)Cl (2-(Dichloromethyl)benzenesulfonyl isocyanate), sulfonamide. Run in C(C)#N (acetonitrile). Run at time 18 hour. Product: ClC(C1=C(C=CC=C1)S(=O)(=O)NC(=O)NC1=NC(=NC(=N1)OC)C)Cl (2-(Dichloromethyl)-N-[(4-methoxy-6-methyl-1,3,5-triazin-2-yl)aminocarbonyl]benzenesulfonamide). Reaction SMILES: [Cl:1][CH:2]([Cl:15])[C:3]1[CH:8]=[CH:7][CH:6]=[CH:5][C:4]=1[S:9]([N:12]=[C:13]=[O:14])(=[O:11])=[O:10].[NH2:16][C:17]1[N:22]=[C:21]([O:23][CH3:24])[N:20]=[C:19]([CH3:25])[N:18]=1>C(#N)C>[Cl:15][CH:2]([Cl:1])[C:3]1[CH:8]=[CH:7][CH:6]=[CH:5][C:4]=1[S:9]([NH:12][C:13]([NH:16][C:17]1[N:22]=[C:21]([O:23][CH3:24])[N:20]=[C:19]([CH3:25])[N:18]=1)=[O:14])(=[O:11])=[O:10]. Reported procedure: 2-(Dichloromethyl)benzenesulfonyl isocyanate prepared from 10 mmol of sulfonamide as described in the synthesis of Example 1, was treated with acetonitrile (15 ml) and 2-amino-4-methoxy-6-methyl-1,3,5-triazine (1.40 g). The mixture was stirred for 18 hrs. and filtered. The filtrate was evaporated and recrystallized from acetone to give 0.78 g of white solid, mp 168°-169° (dec). 1H nmr δDMSO-d6TMS 8.37-7.50 (m, featuring singlet at 8.07), 7.00-6.17 (brds), 4.00 (s), 2.48 (s). IR (nujol) featured ... Starting materials: [H][H] (hydrogen), [OH-].[Na+] (sodium hydroxide), [N+](=O)([O-])C=1C=C(C(=O)O)C=C(C1S(=O)(=O)C1=CC=CC=C1)S(N)(=O)=O (3-nitro-4-phenylsulphonyl-5-sulphamyl-benzoic acid), [H][H] (hydrogen). Reagents/catalysts: Pd on-carbon. Solvent: O (water). The product is NC=1C=C(C(=O)O)C=C(C1S(=O)(=O)C1=CC=CC=C1)S(N)(=O)=O (3-amino-4-phenylsulphonyl-5-sulphamyl-benzoic acid). RXN SMILES: [N+:1]([C:4]1[CH:5]=[C:6]([CH:10]=[C:11]([S:22](=[O:25])(=[O:24])[NH2:23])[C:12]=1[S:13]([C:16]1[CH:21]=[CH:20][CH:19]=[CH:18][CH:17]=1)(=[O:15])=[O:14])[C:7]([OH:9])=[O:8])([O-])=O.[H][H].[OH-].[Na+]>O>[NH2:1][C:4]1[CH:5]=[C:6]([CH:10]=[C:11]([S:22](=[O:24])(=[O:25])[NH2:23])[C:12]=1[S:13]([C:16]1[CH:21]=[CH:20][CH:19]=[CH:18][CH:17]=1)(=[O:14])=[O:15])[C:7]([OH:9])=[O:8] |f:2.3|. Reported procedure: A suspension of 3-nitro-4-phenylsulphonyl-5-sulphamyl-benzoic acid (6 g) in water (300 ml) was hydrogenated at room temperature and 1.1 atmospheres hydrogen pressure after addition of Pd-on-carbon catalyst (0.3 g catalyst containing 10% Pd). After the hydrogen uptake had become negligible, the reaction mixture was neutralized by addition of 2N sodium hydroxide, and the catalyst was removed from the resulting suspension by filtration. The filtrate was adjusted to a pH of 2.5 by addition of 4N hyd... The reactants are C1=CC=CC=2C3=CC=CC=C3C(C12)COC(=O)NCC(=O)O (2-(((9-Fluorenyl)methoxycarbonyl)amino)acetic acid), Cl.CN(CCCN=C=NCC)C (N-(3-Dimethylaminopropyl)-N'-ethylcarbodiimide hydrochloride), C(C)(C)(C)OC(N(C)CCC1=C(C=CC=C1)N)=O (N-(2-(2-aminophenyl)ethyl)-N-methylcarbamic acid tert-butyl ester). The solvent is ClCCl (dichloromethane), ClCCl (dichloromethane), ClCCl (dichloromethane). Reaction conditions: temperature 0 celsius, time 30 minute. Yields the product C1=CC=CC=2C3=CC=CC=C3C(C12)COC(NCC(NC1=C(C=CC=C1)CCN(C)C(=O)OC(C)(C)C)=O)=O (({2-[2-(N-(tert-butoxycarbonyl)-N-methylamino)ethyl]phenylcarbamoyl}methyl)carbamic acid ((9-fluorenyl)methyl) ester). Isolated yield 95.6%. As a reaction SMILES: [CH:1]1[C:13]2[CH:12]([CH2:14][O:15][C:16]([NH:18][CH2:19][C:20](O)=[O:21])=[O:17])[C:11]3[C:6](=[CH:7][CH:8]=[CH:9][CH:10]=3)[C:5]=2[CH:4]=[CH:3][CH:2]=1.Cl.CN(C)CCCN=C=NCC.[C:35]([O:39][C:40](=[O:52])[N:41]([CH2:43][CH2:44][C:45]1[CH:50]=[CH:49][CH:48]=[CH:47][C:46]=1[NH2:51])[CH3:42])([CH3:38])([CH3:37])[CH3:36]>ClCCl>[CH:10]1[C:11]2[CH:12]([CH2:14][O:15][C:16](=[O:17])[NH:18][CH2:19][C:20](=[O:21])[NH:51][C:46]3[CH:47]=[CH:48][CH:49]=[CH:50][C:45]=3[CH2:44][CH2:43][N:41]([C:40]([O:39][C:35]([CH3:38])([CH3:36])[CH3:37])=[O:52])[CH3:42])[C:13]3[C:5](=[CH:4][CH:3]=[CH:2][CH:1]=3)[C:6]=2[CH:7]=[CH:8][CH:9]=1 |f:1.2|. Procedure: 2-(((9-Fluorenyl)methoxycarbonyl)amino)acetic acid (2.49 g, 2.79 mmol) was suspended in dichloromethane (40 ml). The suspension was cooled to 0° C. N-(3-Dimethylaminopropyl)-N'-ethylcarbodiimide hydrochloride (802 mg, 4.19 mmol) was added. The reaction mixture was stirred for 30 min at 0° C. A solution of N-(2-(2-aminophenyl)ethyl)-N-methylcarbamic acid tert-butyl ester (698 mg, 2.79 mmol) in dichloromethane (15 ml) was added. The reaction mixture was stirred for 16 h, while it was warming up to...